From a dataset of the Open Reaction Database (ORD), a public repository of structured organic reaction records. describe an organic reaction: reactants, conditions, products, and yield Reactants: C(CCC)OC1=C(C(=C(C=C1)C1=CCC(CC1)C1=C(C(=CC=C1)F)F)F)F (1-Butoxy-4-(4-(2,3-difluorophenyl)cyclohex-1-enyl)-2,3-difluorobenzene), C(C)(CC)[Li] (sec-Butyllithium), solution, Cl (hydrochloric acid), ice water, B(OC)(OC)OC (trimethyl borate). Run in C1CCOC1 (THF), CCCCCC (n-hexane), C1CCCCC1 (cyclohexane), C(C)(=O)OCC (Ethyl acetate), C1CCOC1 (THF). Conditions: time 2 hour. The product is C(CCC)OC1(C(C(=C(C=C1)C1=CCC(CC1)C1=C(C(=CC=C1)F)F)F)F)O (1-butoxy-4-(4-(2,3-difluorophenyl)cyclohex-1-enyl)-2,3-difluorophenol). The yield is 78.2%. As a reaction SMILES: [CH2:1]([O:5][C:6]1[CH:11]=[CH:10][C:9]([C:12]2[CH2:17][CH2:16][CH:15]([C:18]3[CH:23]=[CH:22][CH:21]=[C:20]([F:24])[C:19]=3[F:25])[CH2:14][CH:13]=2)=[C:8]([F:26])[C:7]=1[F:27])[CH2:2][CH2:3][CH3:4].C([Li])(CC)C.B(OC)(OC)[O:34]C.Cl>CCCCCC.C1CCCCC1.C(OCC)(=O)C.C1COCC1>[CH2:1]([O:5][C:6]1([OH:34])[CH:11]=[CH:10][C:9]([C:12]2[CH2:17][CH2:16][CH:15]([C:18]3[CH:23]=[CH:22][CH:21]=[C:20]([F:24])[C:19]=3[F:25])[CH2:14][CH:13]=2)=[C:8]([F:26])[CH:7]1[F:27])[CH2:2][CH2:3][CH3:4]. Procedure: 1-Butoxy-4-(4-(2,3-difluorophenyl)cyclohex-1-enyl)-2,3-difluorobenzene (s-20) (7.2 g) and THF (200 ml) were put in a reaction vessel under an atmosphere of nitrogen and cooled to −74° C. sec-Butyllithium (a 1.00 M solution in n-hexane and cyclohexane; 23.0 ml) was added dropwise thereto in the temperature range of −74° C. to −70° C., and the stirring was continued for another 2 hours. Then, trimethyl borate (2.0 g) in a THF (30 ml) solution was added dropwise thereto in the temperature range of ... Starting materials: COc1ccc(Br)cc1C=O, Cc1ccccc1, O, OCCO, Cc1ccc(S(=O)(=O)O)cc1. Yields the product COc1ccc(Br)cc1C1OCCO1. As a reaction SMILES: [Br:1][c:2]1[cH:3][cH:4][c:5]([O:10][CH3:11])[c:6]([CH:7]=[O:8])[cH:9]1.[CH3:28][c:29]1[cH:30][cH:31][cH:32][cH:33][cH:34]1.[OH2:16].[OH:12][CH2:13][CH2:14][OH:15].[c:17]1([CH3:18])[cH:19][cH:20][c:21]([S:22]([OH:23])(=[O:24])=[O:25])[cH:26][cH:27]1>>[Br:1][c:2]1[cH:3][cH:4][c:5]([O:10][CH3:11])[c:6]([CH:7]2[O:8][CH2:14][CH2:13][O:12]2)[cH:9]1. Reaction SMILES: [CH2:1]([O:3][CH:4]([O:20][CH2:21][CH3:22])[C:5]1([C@H:8]([NH:11][C@H:12]([C:14]2[CH:19]=[CH:18][CH:17]=[CH:16][CH:15]=2)[CH3:13])[C:9]#[N:10])[CH2:7][CH2:6]1)[CH3:2].[OH-].[Na+].[H][H]>C(O)C.[Ni]>[NH2:10][CH2:9][C@@H:8]([NH:11][C@H:12]([C:14]1[CH:15]=[CH:16][CH:17]=[CH:18][CH:19]=1)[CH3:13])[C:5]1([CH:4]([O:3][CH2:1][CH3:2])[O:20][CH2:21][CH3:22])[CH2:7][CH2:6]1 |f:1.2|. The solvent is C(C)O (ethanol). Yields the product NC[C@H](C1(CC1)C(OCC)OCC)N[C@@H](C)C1=CC=CC=C1 (N-{2-Amino-(1S)-1-[1-(diethoxymethyl)cyclopropyl]ethyl}-N-[(1S)-1-phenylethyl]amine). Reagents/catalysts: [Ni] (Raney-nickel). Reported procedure: In ethanol (9.0 ml) was dissolved (2S)-2-[1-(diethoxymethyl)cyclopropyl]-2-{[(1S)-1-phenylethyl]amino}acetonitrile (150 mg, 0.496 mmol). To the resulting solution were added a 5 mol/l aqueous solution of sodium hydroxide (0.5 ml, 2.5 mmol) and Raney-nickel (R-100, 1.5 g) were added and the mixture was stirred at room temperature for 5 hours in a hydrogen gas stream. The catalyst was filtered off and the residue was washed with ethanol. The filtrate was concentrated under reduced pressure. Water ... Reactants: [H][H] (hydrogen), C(C)OC(C1(CC1)[C@@H](C#N)N[C@@H](C)C1=CC=CC=C1)OCC ((2S)-2-[1-(diethoxymethyl)cyclopropyl]-2-{[(1S)-1-phenylethyl]amino}acetonitrile), aqueous solution, [OH-].[Na+] (sodium hydroxide).